This data is from the Open Reaction Database (ORD), a public repository of structured organic reaction records. The task is: describe an organic reaction: reactants, conditions, products, and yield Reactants: CC1(CNC2=CC(=CC=C12)N1CCOCC1)C (3,3-dimethyl-6-morpholinoindoline), ClC1=C(C(=NC2=CC(=CC=C12)F)C1=NC=CC=C1)C (4-chloro-7-fluoro-3-methyl-2-(pyridin-2-yl)quinoline), [H-].[Na+] (sodium hydride). Solvent: CN(C)C=O (DMF). Reaction conditions: temperature 130 celsius. The product is CC1(CN(C2=CC(=CC=C12)N1CCOCC1)C1=C(C(=NC2=CC(=CC=C12)F)C1=NC=CC=C1)C)C (4-(3,3-Dimethyl-6-(4-morpholinyl)-2,3-dihydro-1H-indol-1-yl)-7-fluoro-3-methyl-2-(2-pyridinyl)quinoline). As a reaction SMILES: [CH3:1][C:2]1([CH3:17])[C:10]2[C:5](=[CH:6][C:7]([N:11]3[CH2:16][CH2:15][O:14][CH2:13][CH2:12]3)=[CH:8][CH:9]=2)[NH:4][CH2:3]1.Cl[C:19]1[C:28]2[C:23](=[CH:24][C:25]([F:29])=[CH:26][CH:27]=2)[N:22]=[C:21]([C:30]2[CH:35]=[CH:34][CH:33]=[CH:32][N:31]=2)[C:20]=1[CH3:36].[H-].[Na+]>CN(C=O)C>[CH3:1][C:2]1([CH3:17])[C:10]2[C:5](=[CH:6][C:7]([N:11]3[CH2:16][CH2:15][O:14][CH2:13][CH2:12]3)=[CH:8][CH:9]=2)[N:4]([C:19]2[C:28]3[C:23](=[CH:24][C:25]([F:29])=[CH:26][CH:27]=3)[N:22]=[C:21]([C:30]3[CH:35]=[CH:34][CH:33]=[CH:32][N:31]=3)[C:20]=2[CH3:36])[CH2:3]1 |f:2.3|. Reported procedure: Prepared according to procedure M using 3,3-dimethyl-6-morpholinoindoline (85 mg, 0.367 mmol) in DMF (6 mL), 4-chloro-7-fluoro-3-methyl-2-(pyridin-2-yl)quinoline (100 mg, 367 μmol) and sodium hydride (18 mg, 733 μmol) and heating at 130° C. overnight. After purification 4-(3,3-dimethyl-6-(4-morpholinyl)-2,3-dihydro-1H-indol-1-yl)-7-fluoro-3-methyl-2-(2-pyridinyl)quinoline was obtained as a yellow film. 1H NMR (500 MHz, chloroform-d) δ ppm 8.73-8.76 (1H, m), 7.80-7.94 (4H, m), 7.40 (1H, ddd, J=7....